From a dataset of the Open Reaction Database (ORD), a public repository of structured organic reaction records. describe an organic reaction: reactants, conditions, products, and yield Run at temperature 100 celsius, time 20 hour. Reactants: C1=CC=CC=2OC3=CC=CC=C3CC12 (xanthene), ON1C(C=2C(C1=O)=CC=CC2)=O (N-hydroxyphthalimide), C1=CC=CC=2OC3=CC=CC=C3CC12 (xanthene). Yield: 99.0%. Run in C(C1=CC=CC=C1)#N (benzonitrile). Reported procedure: A mixture of 2 mmole of xanthene, 10 mole % of N-hydroxyphthalimide relative to xanthene, and 5 ml of benzonitrile was stirred for 20 hours at 100° C. under an oxygen atmosphere. The products in the reaction mixture were analyzed by gas chromatography, and, as a result, 9-oxoxanthene (yield not less than 99%) was formed. Product: O=C1C2=CC=CC=C2OC=2C=CC=CC12 (9-oxoxanthene). As a reaction SMILES: [CH:1]1[C:14]2[CH2:13][C:12]3[C:7](=[CH:8][CH:9]=[CH:10][CH:11]=3)[O:6][C:5]=2[CH:4]=[CH:3][CH:2]=1.[OH:15]N1C(=O)C2=CC=CC=C2C1=O>C(#N)C1C=CC=CC=1>[O:15]=[C:13]1[C:12]2[CH:11]=[CH:10][CH:9]=[CH:8][C:7]=2[O:6][C:5]2[C:14]1=[CH:1][CH:2]=[CH:3][CH:4]=2. Starting materials: FC1=NC=CC(=C1C(=O)O)C(F)(F)F (2-fluoro-4-(trifluoromethyl)pyridine-3-carboxylic acid), C(=O)([O-])[O-].[K+].[K+] (K2CO3), CI (MeI). Solvent: CN(C)C=O (DMF). Conditions: time 3 hour. Yields the product FC1=NC=CC(=C1C(=O)OC)C(F)(F)F (methyl 2-fluoro-4-(trifluoromethyl)pyridine-3-carboxylate). Yield: 99.9%. Reaction SMILES: [F:1][C:2]1[C:7]([C:8]([OH:10])=[O:9])=[C:6]([C:11]([F:14])([F:13])[F:12])[CH:5]=[CH:4][N:3]=1.[C:15]([O-])([O-])=O.[K+].[K+].CI>CN(C=O)C>[F:1][C:2]1[C:7]([C:8]([O:10][CH3:15])=[O:9])=[C:6]([C:11]([F:12])([F:13])[F:14])[CH:5]=[CH:4][N:3]=1 |f:1.2.3|. Procedure: To a mixture of 2-fluoro-4-(trifluoromethyl)pyridine-3-carboxylic acid (1.06 g) and K2CO3 (0.701 g) in DMF (dry) (10 mL) was added MeI (0.317 mL). The mixture was stirred at room temperature for 3 h. The mixture was directly purified by column chromatography (silica gel, EtOAc/hexane) to give the title compound (1.13 g, containing EtOAc and hexane, ca. 75% purity). Reaction SMILES: [Br:24][CH2:25][CH2:26][CH2:27][C:28]#[N:29].[F:1][c:2]1[c:3]([NH:4][c:5]2[c:6]([C:12](=[O:13])[O:14][CH2:15][CH3:16])[cH:7][nH:8][c:9](=[O:11])[cH:10]2)[cH:17][cH:18][c:19]([I:21])[cH:20]1.[H-:23].[Na+:22].[O:30]=[CH:31][N:32]([CH3:33])[CH3:34]>>[F:1][c:2]1[c:3]([NH:4][c:5]2[c:6]([C:12](=[O:13])[O:14][CH2:15][CH3:16])[cH:7][n:8]([CH2:25][CH2:26][CH2:27][C:28]#[N:29])[c:9](=[O:11])[cH:10]2)[cH:17][cH:18][c:19]([I:21])[cH:20]1. Reactants: N#CCCCBr, CCOC(=O)c1c[nH]c(=O)cc1Nc1ccc(I)cc1F, [H-], [Na+], CN(C)C=O. Product: CCOC(=O)c1cn(CCCC#N)c(=O)cc1Nc1ccc(I)cc1F. Starting materials: C(C)C=1C(=NC=NC1N1CCC(CC1)C=1N(C=C(N1)C1=CC(=C(C=C1)F)C(F)(F)F)CCN1CC(C1)F)N (5-ethyl-6-(4-(4-(4-fluoro-3-(trifluoromethyl)phenyl)-1-(2-(3-fluoroazetidin-1-yl)ethyl)-1H-imidazol-2-yl)piperidin-1-yl)pyrimidin-4-amine), FC1=C(C=C(C=C1)C=1N=C(N(C1)CCN1CC(C1)C)C1CCNCC1)C(F)(F)F (4-(4-(4-fluoro-3-(trifluoromethyl)phenyl)-1-(2-(3-methylazetidin-1-yl)ethyl)-1H-imidazol-2-yl)piperidine). Product: C(C)C=1C(=NC=NC1N1CCC(CC1)C=1N(C=C(N1)C1=CC(=C(C=C1)F)C(F)(F)F)CCN1CC(C1)C)N (5-ethyl-6-(4-(4-(4-fluoro-3-(trifluoromethyl)phenyl)-1-(2-(3-methylazetidin-1-yl)ethyl)-1H-imidazol-2-yl)piperidin-1-yl)pyrimidin-4-amine). Reaction SMILES: [CH2:1]([C:3]1[C:4]([NH2:38])=[N:5][CH:6]=[N:7][C:8]=1[N:9]1[CH2:14][CH2:13][CH:12]([C:15]2[N:16]([CH2:31][CH2:32][N:33]3[CH2:36][CH:35](F)[CH2:34]3)[CH:17]=[C:18]([C:20]3[CH:25]=[CH:24][C:23]([F:26])=[C:22]([C:27]([F:30])([F:29])[F:28])[CH:21]=3)[N:19]=2)[CH2:11][CH2:10]1)[CH3:2].F[C:40]1C=CC(C2N=C(C3CCNCC3)N(CCN3CC(C)C3)C=2)=CC=1C(F)(F)F>>[CH2:1]([C:3]1[C:4]([NH2:38])=[N:5][CH:6]=[N:7][C:8]=1[N:9]1[CH2:10][CH2:11][CH:12]([C:15]2[N:16]([CH2:31][CH2:32][N:33]3[CH2:34][CH:35]([CH3:40])[CH2:36]3)[CH:17]=[C:18]([C:20]3[CH:25]=[CH:24][C:23]([F:26])=[C:22]([C:27]([F:28])([F:29])[F:30])[CH:21]=3)[N:19]=2)[CH2:13][CH2:14]1)[CH3:2]. Reported procedure: The title compound was prepared in an analogous manner as 5-ethyl-6-(4-(4-(4-fluoro-3-(trifluoromethyl)phenyl)-1-(2-(3-fluoroazetidin-1-yl)ethyl)-1H-imidazol-2-yl)piperidin-1-yl)pyrimidin-4-amine using 4-(4-(4-fluoro-3-(trifluoromethyl)phenyl)-1-(2-(3-methylazetidin-1-yl)ethyl)-1H-imidazol-2-yl)piperidine instead of 4-[1-[2-(3-Fluoro-azetidin-1-yl)-ethyl]-4-(4-fluoro-3-trifluoromethyl-phenyl)-1H-imidazol-2-yl]-piperidine. LC-MS: (M+1=532, obsd.=532). Reactants: [H-].[Na+] (Sodium hydride), ClC1=CC=C2COC(=O)C2=C1 (6-Chlorophthalide), C1(=CC=CC=C1)O (phenol), [H][H] (hydrogen). Solvent: ice water, CN(C=O)C (dimethylformamide), CN(C=O)C (dimethylformamide), CN(C=O)C (dimethylformamide). Conditions: time 8 hour. The product is O(C1=CC=CC=C1)CC1=C(C(=O)O)C=C(C=C1)Cl (2-phenoxymethyl-5-chlorobenzoic acid). Reaction SMILES: [H-].[Na+].[C:3]1([OH:9])[CH:8]=[CH:7][CH:6]=[CH:5][CH:4]=1.[H][H].[Cl:12][C:13]1[CH:22]=[C:21]2[C:16]([CH2:17][O:18][C:19]2=[O:20])=[CH:15][CH:14]=1>CN(C)C=O>[O:9]([CH2:17][C:16]1[CH:15]=[CH:14][C:13]([Cl:12])=[CH:22][C:21]=1[C:19]([OH:20])=[O:18])[C:3]1[CH:8]=[CH:7][CH:6]=[CH:5][CH:4]=1 |f:0.1|. Procedure details: Sodium hydride (1.0 mol) is suspended in about 300 ml. of dimethylformamide and phenol (1.0 mol) in about 200 ml. of dimethylformamide is added dropwise, keeping the reaction temperature around 25° C. The mixture is stirred until hydrogen evolution is completed. 6-Chlorophthalide (1.0 mol) in about 250 ml. of dimethylformamide is then added slowly. The resulting mixture is refluxed for 2 hours and allowed to stand at room temperature overnight. The reaction mixture is diluted with ice/water and ... The reactants are CC(=O)c1cccc(Br)c1, C1COCCO1, CCCCC(CC)COC(=O)CCS, CCCCC(CC)COC(=S)CCc1cccc(C(C)=O)c1, CCO, CC[O-], CCN(C(C)C)C(C)C, [Na+], C1CCOC1, O, CC1(C)c2cccc(P(c3ccccc3)c3ccccc3)c2Oc2c(P(c3ccccc3)c3ccccc3)cccc21. Yields the product CC(=O)c1cccc(S)c1. Reaction SMILES: [Br:1][c:2]1[cH:3][c:4]([C:8]([CH3:9])=[O:10])[cH:5][cH:6][cH:7]1.[CH2:102]1[O:103][CH2:104][CH2:105][O:106][CH2:107]1.[CH2:20]([CH:21]([CH2:22][CH2:23][CH2:24][CH3:25])[CH2:26][O:27][C:29](=[O:30])[CH2:31][CH2:32][SH:28])[CH3:33].[CH2:76]([CH:77]([CH2:78][CH2:79][CH2:80][CH3:81])[CH2:82][O:83][C:84](=[S:85])[CH2:86][CH2:87][c:88]1[cH:89][cH:90][cH:91][c:92]([C:93](=[O:94])[CH3:95])[cH:96]1)[CH3:97].[CH3:113][CH2:114][OH:115].[CH3:99][CH2:100][O-:101].[CH:11]([N:12]([CH2:13][CH3:14])[CH:15]([CH3:16])[CH3:17])([CH3:18])[CH3:19].[Na+:98].[O:108]1[CH2:109][CH2:110][CH2:111][CH2:112]1.[OH2:116].[c:34]1([P:35]([c:36]2[cH:37][cH:38][cH:39][cH:40][cH:41]2)[c:42]2[c:43]3[c:67]([cH:68][cH:69][cH:70]2)[C:64]([CH3:65])([CH3:66])[c:46]2[c:45]([c:50]([P:51]([c:52]4[cH:53][cH:54][cH:55][cH:56][cH:57]4)[c:58]4[cH:59][cH:60][cH:61][cH:62][cH:63]4)[cH:49][cH:48][cH:47]2)[O:44]3)[cH:71][cH:72][cH:73][cH:74][cH:75]1>>[c:2]1([SH:28])[cH:3][c:4]([C:8]([CH3:9])=[O:10])[cH:5][cH:6][cH:7]1. Product: Nc1cc(C(=O)O)cc(S(N)(=O)=O)c1Oc1ccccc1. Reactants: [H][H], [Li+], NS(=O)(=O)c1cc(C(=O)O)cc([N+](=O)[O-])c1Oc1ccccc1, [OH-], O. Reaction SMILES: [H:26][H:27].[Li+:24].[N+:1]([O-:2])(=[O:3])[c:4]1[cH:5][c:6]([C:7](=[O:8])[OH:9])[cH:10][c:11]([S:20]([NH2:21])(=[O:22])=[O:23])[c:12]1[O:13][c:14]1[cH:15][cH:16][cH:17][cH:18][cH:19]1.[OH-:25].[OH2:28]>>[NH2:1][c:4]1[cH:5][c:6]([C:7](=[O:8])[OH:9])[cH:10][c:11]([S:20]([NH2:21])(=[O:22])=[O:23])[c:12]1[O:13][c:14]1[cH:15][cH:16][cH:17][cH:18][cH:19]1.